describe an organic reaction: reactants, conditions, products, and yield From a dataset of the Open Reaction Database (ORD), a public repository of structured organic reaction records. Starting materials: C(C)(C)(C)NS(=O)(=O)C=1SC(=CC1)C=1N=C(SC1)C1=NC(=CC(=C1)C1=CC=C(C=C1)C(F)(F)F)C (5-{2-[6-methyl-4-(4-trifluoromethyl-phenyl)-pyridin-2-yl]-thiazol-4-yl}-thiophene-2-sulfonic acid tert-butylamide). Run in C(=O)(C(F)(F)F)O (TFA). Reaction conditions: temperature 23 celsius, time 16 hour. Product: CC1=CC(=CC(=N1)C=1SC=C(N1)C1=CC=C(S1)S(=O)(=O)N)C1=CC=C(C=C1)C(F)(F)F (5-{2-[6-Methyl-4-(4-trifluoromethyl-phenyl)-pyridin-2-yl]-thiazol-4-yl}-thiophene-2-sulfonic acid amide). Yield: 83.7%. RXN SMILES: C([NH:5][S:6]([C:9]1[S:10][C:11]([C:14]2[N:15]=[C:16]([C:19]3[CH:24]=[C:23]([C:25]4[CH:30]=[CH:29][C:28]([C:31]([F:34])([F:33])[F:32])=[CH:27][CH:26]=4)[CH:22]=[C:21]([CH3:35])[N:20]=3)[S:17][CH:18]=2)=[CH:12][CH:13]=1)(=[O:8])=[O:7])(C)(C)C>C(O)(C(F)(F)F)=O>[CH3:35][C:21]1[N:20]=[C:19]([C:16]2[S:17][CH:18]=[C:14]([C:11]3[S:10][C:9]([S:6]([NH2:5])(=[O:8])=[O:7])=[CH:13][CH:12]=3)[N:15]=2)[CH:24]=[C:23]([C:25]2[CH:30]=[CH:29][C:28]([C:31]([F:34])([F:32])[F:33])=[CH:27][CH:26]=2)[CH:22]=1. Reported procedure: To 5-{2-[6-methyl-4-(4-trifluoromethyl-phenyl)-pyridin-2-yl]-thiazol-4-yl}-thiophene-2-sulfonic acid tert-butylamide (example 324) (0.100 g, 0.186 mmol) was added TFA (10 mL) and the reaction mixture was stirred at 23° C. for 16 h. The mixture was evaporated to dryness and partitioned between EtOAc and saturated NaHCO3 solution, the organic layer was dried over Na2SO4. Removal of the solvent in vacuum left a crude product which was triturated with diethyl ether to give the title compound as a wh... Starting materials: O=C(OC(Cl)(Cl)Cl)Cl (diphosgene), N[C@@H](C(=O)N[C@H](C(=O)NC=1SC=C(N1)C(CC)=O)[C@@H](C)C1=CC=CC=C1)C1=CC=C(C=C1)OCCN1CCOCC1 ((2S,3S)-2-{(R)-2-amino-2-[4-(2-morpholin-4-yl-ethoxy)-phenyl]-acetylamino}-3-phenyl-N-(4-propionyl-thiazol-2-yl)-butyramide), C(C)(C)N(CC)C(C)C (diisopropylethylamine). Run in O1CCCC1 (tetrahydrofuran), O1CCCC1 (tetrahydrofuran). Conditions: time 20 minute. Product: N1(CCOCC1)CCOC1=CC=C(C=C1)C1NC(N(C1=O)[C@H](C(=O)NC=1SC=C(N1)C(CC)=O)[C@@H](C)C1=CC=CC=C1)=O ((2S,3S)-2-{4-[4-(2-morpholin-4-yl-ethoxy)-phenyl]-2,5-dioxo-imidazolidin-1-yl}-3-phenyl-N-(4-propionyl-thiazol-2-yl)-butyramide), solid. Isolated yield 29.0%. Reaction SMILES: [NH2:1][C@H:2]([C:27]1[CH:32]=[CH:31][C:30]([O:33][CH2:34][CH2:35][N:36]2[CH2:41][CH2:40][O:39][CH2:38][CH2:37]2)=[CH:29][CH:28]=1)[C:3]([NH:5][C@@H:6]([C@H:19]([C:21]1[CH:26]=[CH:25][CH:24]=[CH:23][CH:22]=1)[CH3:20])[C:7]([NH:9][C:10]1[S:11][CH:12]=[C:13]([C:15](=[O:18])[CH2:16][CH3:17])[N:14]=1)=[O:8])=[O:4].C(N(C(C)C)CC)(C)C.[O:51]=[C:52](Cl)OC(Cl)(Cl)Cl>O1CCCC1>[N:36]1([CH2:35][CH2:34][O:33][C:30]2[CH:31]=[CH:32][C:27]([CH:2]3[C:3](=[O:4])[N:5]([C@@H:6]([C@H:19]([C:21]4[CH:26]=[CH:25][CH:24]=[CH:23][CH:22]=4)[CH3:20])[C:7]([NH:9][C:10]4[S:11][CH:12]=[C:13]([C:15](=[O:18])[CH2:16][CH3:17])[N:14]=4)=[O:8])[C:52](=[O:51])[NH:1]3)=[CH:28][CH:29]=2)[CH2:41][CH2:40][O:39][CH2:38][CH2:37]1. Procedure: Crude (2S,3S)-2-{(R)-2-amino-2-[4-(2-morpholin-4-yl-ethoxy)-phenyl]-acetylamino}-3-phenyl-N-(4-propionyl-thiazol-2-yl)-butyramide (≈0.19 mmol) was dissolved in tetrahydrofuran (10 mL) that contained diisopropylethylamine (160 μL, 122 mg, 0.94 mmol) and was transferred via cannula to a solution of diphosgene (16 μL, 26 mg, 0.13 mmol) in tetrahydrofuran (15 mL) at 0° C. The reaction mixture was stirred for 20 minutes and then partitioned between ethyl acetate and water. The organic layer was separ... Reactants: BrC1=CC(=C(C(=O)O)C=C1)NS(=O)(=O)C (4-bromo-2-methanesulfonylaminobenzoic acid), CC=1C(=NC=C(C1)C)N1CCNCC1 (1-(3,5-dimethylpyridin-2-yl)piperazine). Product: BrC=1C=CC(=C(C1)NS(=O)(=O)C)C(=O)N1CCN(CC1)C1=NC=C(C=C1C)C (N-{5-bromo-2-[4-(3,5-dimethylpyridin-2-yl)piperazine-1-carbonyl]phenyl}methanesulfonamide). The yield is 21.0%. Reaction SMILES: [Br:1][C:2]1[CH:10]=[CH:9][C:5]([C:6]([OH:8])=O)=[C:4]([NH:11][S:12]([CH3:15])(=[O:14])=[O:13])[CH:3]=1.[CH3:16][C:17]1[C:18]([N:24]2[CH2:29][CH2:28][NH:27][CH2:26][CH2:25]2)=[N:19][CH:20]=[C:21]([CH3:23])[CH:22]=1>>[Br:1][C:2]1[CH:10]=[CH:9][C:5]([C:6]([N:27]2[CH2:28][CH2:29][N:24]([C:18]3[C:17]([CH3:16])=[CH:22][C:21]([CH3:23])=[CH:20][N:19]=3)[CH2:25][CH2:26]2)=[O:8])=[C:4]([NH:11][S:12]([CH3:15])(=[O:14])=[O:13])[CH:3]=1. Reported procedure: By reaction and treatment in the same manner as in Preparation Example 60 and using 4-bromo-2-methanesulfonylaminobenzoic acid (0.964 g) described in Preparation Example 122 and 1-(3,5-dimethylpyridin-2-yl)piperazine (0.629 g) described in Preparation Example 47, the title compound (0.321 g) was obtained. Reactants: C(C1=CC=CC=C1)=O (benzaldehyde), OC(CCN)(C1=CC=CC=C1)C1=CC=CC=C1 (3-hydroxy-3,3-diphenylpropylamine), S(=O)(=O)([O-])[O-].[Mg+2] (magnesium sulfate). Solvent: C(Cl)Cl (methylene chloride), C(Cl)Cl (methylene chloride). Reaction conditions: time 15 hour. Yields the product Schiff's base, C1(=CC=CC=C1)C1OC(CCN1)(C1=CC=CC=C1)C1=CC=CC=C1 (2,6,6,-triphenyl-tetrahydro-1,3-oxazine). As a reaction SMILES: [OH:1][C:2]([C:12]1[CH:17]=[CH:16][CH:15]=[CH:14][CH:13]=1)([C:6]1[CH:11]=[CH:10][CH:9]=[CH:8][CH:7]=1)[CH2:3][CH2:4][NH2:5].S([O-])([O-])(=O)=O.[Mg+2].[CH:24](=O)[C:25]1[CH:30]=[CH:29][CH:28]=[CH:27][CH:26]=1>C(Cl)Cl>[C:25]1([CH:24]2[NH:5][CH2:4][CH2:3][C:2]([C:12]3[CH:17]=[CH:16][CH:15]=[CH:14][CH:13]=3)([C:6]3[CH:11]=[CH:10][CH:9]=[CH:8][CH:7]=3)[O:1]2)[CH:30]=[CH:29][CH:28]=[CH:27][CH:26]=1 |f:1.2|. Procedure details: To the stirred mixture of 133.4 g of 3-hydroxy-3,3-diphenylpropylamine, 36 g of anhydrous magnesium sulfate and 250 ml of methylene chloride, the solution of 15.6 g of benzaldehyde in 50 ml of methylene chloride is added. The suspension is stirred for 15 hours at room temperature, heated to the boil and filtered. The residue is washed 3 times with 100 ml of methylene chloride, the combined filtrates evaporated and the residue recrystallized from ethanol, to yield the corresponding cyclic Schiff'... The reactants are FC=1C=CC2=C(C(C[C@H]3CCNC[C@@H]23)=O)C1 (cis-8-fluoro-1,3,4,4a,5,10b-hexahydro-2H-benzo[h]isoquinolin-6-one), C(C1=CC=CC=C1)Br (benzyl bromide). Product: C(C1=CC=CC=C1)N1C[C@H]2C3=C(C(C[C@H]2CC1)=O)C=C(C=C3)F (cis-2-benzyl-8-fluoro-1,3,4,4a,5,10b-hexahydro-2H-benzo[h]isoquinolin-6-one). As a reaction SMILES: [F:1][C:2]1[CH:3]=[CH:4][C:5]2[C@H:14]3[C@H:9]([CH2:10][CH2:11][NH:12][CH2:13]3)[CH2:8][C:7](=[O:15])[C:6]=2[CH:16]=1.[CH2:17](Br)[C:18]1[CH:23]=[CH:22][CH:21]=[CH:20][CH:19]=1>>[CH2:17]([N:12]1[CH2:11][CH2:10][C@H:9]2[C@H:14]([C:5]3[CH:4]=[CH:3][C:2]([F:1])=[CH:16][C:6]=3[C:7](=[O:15])[CH2:8]2)[CH2:13]1)[C:18]1[CH:23]=[CH:22][CH:21]=[CH:20][CH:19]=1. Procedure details: In an analogous manner to that described in Example 49 b), from cis-8-fluoro-1,3,4,4a,5,10b-hexahydro-2H-benzo[h]isoquinolin-6-one by alkylation with benzyl bromide there was obtained cis-2-benzyl-8-fluoro-1,3,4,4a,5,10b-hexahydro-2H-benzo[h]isoquinolin-6-one, which was converted with MeOH/HCl into the hydrochloride with m.p. >220°. Reactants: [OH-].[Na+] (sodium hydroxide), C(C)(C)(C)N=NC(CC(=O)OCC)(C)C#N (ethyl 3-t-butylazo-3-cyanobutyrate), O (water). Run in CO (methanol). Run at time 1 hour. Yields the product C(C)(C)(C)N=NC(CC(=O)O)(C)C#N (3-t-Butylazo-3-cyanobutyric Acid). Reaction SMILES: [OH-].[Na+].[C:3]([N:7]=[N:8][C:9]([C:17]#[N:18])([CH3:16])[CH2:10][C:11]([O:13]CC)=[O:12])([CH3:6])([CH3:5])[CH3:4].O>CO>[C:3]([N:7]=[N:8][C:9]([C:17]#[N:18])([CH3:16])[CH2:10][C:11]([OH:13])=[O:12])([CH3:6])([CH3:4])[CH3:5] |f:0.1|. Reported procedure: To a stirred solution of 5.6 grams (0.07 moles) of 50% sodium hydroxide in 20 ml of methanol was added 11.25 grams (0.05 moles) of ethyl 3-t-butylazo-3-cyanobutyrate (from Example XXVI). The reaction mixture was stirred for 1 hour at room temperature, poured into 100 ml of water and extracted with 50 ml of pentane to remove any unsaponified ester. The aqueous layer was separated, acidified with HCl to a pH of 1. A solid formed which was filtered off, washed with water and pentane and air dried. ...